This data is from the Open Reaction Database (ORD), a public repository of structured organic reaction records. The task is: describe an organic reaction: reactants, conditions, products, and yield Reactants: O=Cc1ccc(Br)s1, CC1(C)OB(c2cn[nH]c2)OC1(C)C, [Na+], [Na+], O=C([O-])[O-], C1COCCO1, O. Product: O=Cc1ccc(-c2cn[nH]c2)s1. Reaction SMILES: [Br:1][c:2]1[cH:3][cH:4][c:5]([CH:7]=[O:8])[s:6]1.[CH3:9][C:10]1([CH3:11])[C:12]([CH3:13])([CH3:14])[O:15][B:16]([c:17]2[cH:18][n:19][nH:20][cH:21]2)[O:22]1.[Na+:23].[Na+:24].[O-:25][C:26](=[O:27])[O-:28].[O:29]1[CH2:30][CH2:31][O:32][CH2:33][CH2:34]1.[OH2:35]>>[c:2]1(-[c:17]2[cH:18][nH:19][n:20][cH:21]2)[cH:3][cH:4][c:5]([CH:7]=[O:8])[s:6]1. Starting materials: FC=1C=C(C=C(C1)F)C(O)C1=CC(=CC(=C1)F)F (bis-(3,5-difluoro-phenyl)-methanol). Reagents/catalysts: O=[Mn]=O (MnO2). The solvent is ClCCCl (1,2-dichloroethane). Product: FC=1C=C(C=C(C1)F)C(=O)C1=CC(=CC(=C1)F)F (bis-(3,5-difluoro-phenyl)-methanone). Isolated yield 95.0%. As a reaction SMILES: [F:1][C:2]1[CH:3]=[C:4]([CH:9]([C:11]2[CH:16]=[C:15]([F:17])[CH:14]=[C:13]([F:18])[CH:12]=2)[OH:10])[CH:5]=[C:6]([F:8])[CH:7]=1>O=[Mn]=O.ClCCCl>[F:1][C:2]1[CH:3]=[C:4]([C:9]([C:11]2[CH:16]=[C:15]([F:17])[CH:14]=[C:13]([F:18])[CH:12]=2)=[O:10])[CH:5]=[C:6]([F:8])[CH:7]=1. Procedure details: 1.56 g bis-(3,5-difluoro-phenyl)-methanol, 1.06 g MnO2 and 36 mL 1,2-dichloroethane were refluxed for 4 hours. The mixture was cooled, filtered and evaporated. Chromatography of the residue afforded 1.47 g of a white solid, m.p.: 79° C.; MS: 254 ([M]+). Reactants: C(C)(C)(C)OC1=CSC=C1C(C=C(C)C)=O (3-t-butoxy-4-(3-methyl-1-oxo-2-buten-1-yl) thiophene), C1(=CC=C(C=C1)S(=O)(=O)O)C (p-toluenesulfonic acid), C1(=CC=CC=C1)C (toluene). Yields the product CC1(SC(C2OC=CC=C21)=O)C (5,6-Dihydro-5,5-dimethyl-7H-thieno[3,4-b]pyran-7-one). Reaction SMILES: C([O:5][C:6]1C(C(=O)C=C(C)C)=C[S:8][CH:7]=1)(C)(C)C.C1(C)C=CC(S(O)(=O)=[O:24])=CC=1.[C:28]1([CH3:34])[CH:33]=[CH:32][CH:31]=[CH:30][CH:29]=1>>[CH3:34][C:28]1([CH3:29])[C:33]2[CH:6]([O:5][CH:30]=[CH:31][CH:32]=2)[C:7](=[O:24])[S:8]1. Procedure: A solution of 3-t-butoxy-4-(3-methyl-1-oxo-2-buten-1-yl) thiophene (12.2 g, 51.2 mmol) and p-toluenesulfonic acid (0.5 g) in toluene was heated to reflux for 2 h. The solvent was evaporated in vacuo and the residue was purified by flash chromatography using 25% hexane in dichloromethane as the eluant to give 24 as a waxy tan solid, 5.9 g (63%); mp 42°-45 0C; IR(neat): 2977, 1692 and 1554 cm-1 ; MS: m/z 183 (MH+); 1H NMR(CDCl3): δ 1.44 (s,6H), 2.62 (s, 2H), 6.43 (d, J=3.3 Hz, 1H) and 8.00 (d, J=3... Reactants: CC1(C=2C=CC(=CC2C(CC1)(C)C)/C(=C/C1=CC=C(C(=O)O)C=C1)/C)C (p-[(E)-2-(5,6,7,8-tetrahydro-5,5,8,8-tetramethyl-2-naphthyl)propenyl]-benzoic acid), C(C)(C)O (isopropanol). Product: C(C)(C)OC(C1=CC=C(C=C1)\C=C(/C)\C1=CC=2C(CCC(C2C=C1)(C)C)(C)C)=O (p-[(E)-2-(5,6,7,8-tetrahydro-5,5,8,8-tetramethyl-2-naphthyl)propenyl]-benzoic acid isopropyl ester). RXN SMILES: [CH3:1][C:2]1([CH3:26])[CH2:11][CH2:10][C:9]([CH3:13])([CH3:12])[C:8]2[CH:7]=[C:6](/[C:14](/[CH3:25])=[CH:15]/[C:16]3[CH:24]=[CH:23][C:19]([C:20]([OH:22])=[O:21])=[CH:18][CH:17]=3)[CH:5]=[CH:4][C:3]1=2.[CH:27](O)([CH3:29])[CH3:28]>>[CH:27]([O:21][C:20](=[O:22])[C:19]1[CH:23]=[CH:24][C:16](/[CH:15]=[C:14](/[C:6]2[CH:5]=[CH:4][C:3]3[C:2]([CH3:26])([CH3:1])[CH2:11][CH2:10][C:9]([CH3:12])([CH3:13])[C:8]=3[CH:7]=2)\[CH3:25])=[CH:17][CH:18]=1)([CH3:29])[CH3:28]. Reported procedure: In a manner analogous to that described in Example 11, from p-[(E)-2-(5,6,7,8-tetrahydro-5,5,8,8-tetramethyl-2-naphthyl)propenyl]-benzoic acid and isopropanol there can be obtained p-[(E)-2-(5,6,7,8-tetrahydro-5,5,8,8-tetramethyl-2-naphthyl)propenyl]-benzoic acid isopropyl ester of melting point 119°-120° C. Reactants: solution, [O-]CC.[Na+] (sodium ethoxide), C(CC(=O)C)(=O)N (acetoacetamide), C(C=CC1=CC=CC=C1)(=O)OC (methyl cinnamate), Cl (hydrochloric acid). The solvent is C(C)O (ethanol). The product is O\C(\C)=C\1/C(NC(CC1C1=CC=CC=C1)=O)=O ((3Z)-3-(1-hydroxyethylidene)-4-phenylpiperidine-2,6-dione). Yield: 17.3%. Reaction SMILES: [O-]CC.[Na+].[C:5]([NH2:11])(=[O:10])[CH2:6][C:7]([CH3:9])=[O:8].[C:12](OC)(=[O:21])[CH:13]=[CH:14][C:15]1[CH:20]=[CH:19][CH:18]=[CH:17][CH:16]=1.Cl>C(O)C>[OH:8]/[C:7](=[C:6]1\[C:5](=[O:10])[NH:11][C:12](=[O:21])[CH2:13][CH:14]\1[C:15]1[CH:20]=[CH:19][CH:18]=[CH:17][CH:16]=1)/[CH3:9] |f:0.1|. Procedure details: Following the procedure of Kato and Noda (Chem. Pharm. Bull. Jpn 22, 12, 2947-2952, 1974), to a 0.6 M solution of sodium ethoxide (50 mL, 30 mmol) is added acetoacetamide (3.5 g, 35 mmol), followed by methyl cinnamate (4.9 mL, 30 mmol). After 10 minutes of stirring at room temperature an additional volume of ethanol (40 mL) is added. The reaction mixture is stirred at room temperature for three weeks, then neutralized to pH 7 by the addition of 10% aqueous hydrochloric acid solution. The quenche... Starting materials: BrC1=C(C=CC=C1)CCC(=O)N(NC(C1=CC=CC=C1)=O)C(C)C (benzoic acid N′-[3-(2-bromo-phenyl)-propionyl]-N′-isopropyl-hydrazide), C(=O)([O-])[O-].[Na+].[Na+] (Na2CO3), ClC1=C(C=CC=C1)B(O)O (2-chloro-phenylboronic acid), Pd[PPh3]4. Run in COCCOC (DME). Product: ClC1=C(C=CC=C1)C1=C(C=CC=C1)CCC(=O)N(NC(C1=CC=CC=C1)=O)C(C)C (Benzoic acid N′-[3-(2′-chloro-biphenyl-2-yl)-propionyl]-N′-isopropyl-hydrazide). Isolated yield 91.1%. As a reaction SMILES: Br[C:2]1[CH:7]=[CH:6][CH:5]=[CH:4][C:3]=1[CH2:8][CH2:9][C:10]([N:12]([CH:22]([CH3:24])[CH3:23])[NH:13][C:14](=[O:21])[C:15]1[CH:20]=[CH:19][CH:18]=[CH:17][CH:16]=1)=[O:11].C([O-])([O-])=O.[Na+].[Na+].[Cl:31][C:32]1[CH:37]=[CH:36][CH:35]=[CH:34][C:33]=1B(O)O>COCCOC>[Cl:31][C:32]1[CH:37]=[CH:36][CH:35]=[CH:34][C:33]=1[C:2]1[CH:7]=[CH:6][CH:5]=[CH:4][C:3]=1[CH2:8][CH2:9][C:10]([N:12]([CH:22]([CH3:24])[CH3:23])[NH:13][C:14](=[O:21])[C:15]1[CH:20]=[CH:19][CH:18]=[CH:17][CH:16]=1)=[O:11] |f:1.2.3|. Procedure: A solution of benzoic acid N′-[3-(2-bromo-phenyl)-propionyl]-N′-isopropyl-hydrazide (45 mg, 0.12 mmol) in DME (4 ml)/2M Na2CO3 (225 μL, 0.45 mmol) was treated with 2-chloro-phenylboronic acid (27 mg, 0.17 mmol) and Pd[PPh3]4 (13 mg, 0.012 mmol) for 18 hours at 90° C. The reaction mixture was partitioned between water and dichloromethane. The organic layer was washed with brine, dried over sodium sulfate, filtered, and concentrated. The crude was absorbed on silica and purified on a silica gel co... Starting materials: C1CCOC1, COc1ccc(N)cc1O, CC(=O)c1ccc(C(=O)Nc2ccc(C(=O)c3ccc4c(c3)NC(=O)C4=CO)cc2)s1. Yields the product COc1ccc(NC=C2C(=O)Nc3cc(C(=O)c4ccc(NC(=O)c5ccc(C(C)=O)s5)cc4)ccc32)cc1O. Reaction SMILES: [CH2:42]1[O:43][CH2:44][CH2:45][CH2:46]1.[NH2:32][c:33]1[cH:34][cH:35][c:36]([O:40][CH3:41])[c:37]([OH:39])[cH:38]1.[OH:1][CH:2]=[C:3]1[C:4](=[O:31])[NH:5][c:6]2[cH:7][c:8]([C:12](=[O:13])[c:14]3[cH:15][cH:16][c:17]([NH:20][C:21](=[O:22])[c:23]4[s:24][c:25]([C:28]([CH3:29])=[O:30])[cH:26][cH:27]4)[cH:18][cH:19]3)[cH:9][cH:10][c:11]21>>[CH:2](=[C:3]1[C:4](=[O:31])[NH:5][c:6]2[cH:7][c:8]([C:12](=[O:13])[c:14]3[cH:15][cH:16][c:17]([NH:20][C:21](=[O:22])[c:23]4[s:24][c:25]([C:28]([CH3:29])=[O:30])[cH:26][cH:27]4)[cH:18][cH:19]3)[cH:9][cH:10][c:11]21)[NH:32][c:33]1[cH:34][cH:35][c:36]([O:40][CH3:41])[c:37]([OH:39])[cH:38]1. The reactants are C1(CCCCC1)N1N=C(C=C1CC1=CC=C(C(=O)O)C=C1)C1=CC=C(C=C1)OC(F)(F)F (4-({1-Cyclohexyl-3-[4-(trifluoromethoxy)phenyl]-1H-pyrazol-5-yl}methyl)benzoic acid), C=1C=CC2=C(C1)N=NN2O (HOBt), O.NC1=NN=NN1 (aminotetrazole monohydrate), CCN(C(C)C)C(C)C (DIEA). The solvent is C(CCl)Cl (EDC), CN(C)C=O (DMF), CN(C)C=O (DMF), CC#N (MeCN), O (water). Reaction conditions: time 5 day. The product is C1(CCCCC1)N1N=C(C=C1CC1=CC=C(C(=O)NC2=NN=NN2)C=C1)C1=CC=C(C=C1)OC(F)(F)F (4-({1-Cyclohexyl-3-[4-(trifluoromethoxy)phenyl]-1H-pyrazol-5-yl}methyl)-N-(1H-tetrazol-5-yl)benzamide). As a reaction SMILES: [CH:1]1([N:7]2[C:11]([CH2:12][C:13]3[CH:21]=[CH:20][C:16]([C:17](O)=[O:18])=[CH:15][CH:14]=3)=[CH:10][C:9]([C:22]3[CH:27]=[CH:26][C:25]([O:28][C:29]([F:32])([F:31])[F:30])=[CH:24][CH:23]=3)=[N:8]2)[CH2:6][CH2:5][CH2:4][CH2:3][CH2:2]1.C1C=CC2N(O)N=NC=2C=1.O.[NH2:44][C:45]1[NH:49][N:48]=[N:47][N:46]=1.CCN(C(C)C)C(C)C>CN(C=O)C.CC#N.O.C(Cl)CCl>[CH:1]1([N:7]2[C:11]([CH2:12][C:13]3[CH:21]=[CH:20][C:16]([C:17]([NH:44][C:45]4[NH:49][N:48]=[N:47][N:46]=4)=[O:18])=[CH:15][CH:14]=3)=[CH:10][C:9]([C:22]3[CH:23]=[CH:24][C:25]([O:28][C:29]([F:31])([F:32])[F:30])=[CH:26][CH:27]=3)=[N:8]2)[CH2:2][CH2:3][CH2:4][CH2:5][CH2:6]1 |f:2.3|. Procedure details: A mixture of 44.4 mg product from Step B above, 28.8 mg EDC, 20.3 mg HOBt and 13.4 mg aminotetrazole monohydrate was dissolved in 1 mL DMF. DIEA (44 μL) was added immediately and the resulting solution was stirred at room temperature for five days. The reaction mixture was diluted with a mixture of DMF, MeCN, and water and purified on preparative HPLC using 70˜80% MeCN gradient over 10 minutes at 8.0 mL per minute with 0.1% TFA. The title compound was obtained as a white solid following lyophili... Reaction SMILES: C[O:2][C:3]1[CH:15]=[CH:14][C:6]2[C:7]([C:11]([OH:13])=[O:12])=[C:8]([CH3:10])[S:9][C:5]=2[CH:4]=1.B(Br)(Br)Br>C(Cl)Cl>[OH:2][C:3]1[CH:15]=[CH:14][C:6]2[C:7]([C:11]([OH:13])=[O:12])=[C:8]([CH3:10])[S:9][C:5]=2[CH:4]=1. The product is OC1=CC2=C(C(=C(S2)C)C(=O)O)C=C1 (6-hydroxy-2-methyl-1-benzothiophene-3-carboxylic acid). Starting materials: COC1=CC2=C(C(=C(S2)C)C(=O)O)C=C1 (6-methoxy-2-methyl-1-benzothiophene-3-carboxylic acid), B(Br)(Br)Br (BBr3). The solvent is C(Cl)Cl (CH2Cl2). Reaction conditions: time 1 hour. Isolated yield 44.8%. Procedure details: To a solution of 6-methoxy-2-methyl-1-benzothiophene-3-carboxylic acid 48-A (5 g, 22.5 mmol) in CH2Cl2 (50 ml) was added BBr3 (33 ml, 1M CH2Cl2 solution) at −78° C. After being stirred for 1 hour the cooling bath was removed. The reaction was stirred at room temperature overnight. The reaction was quenched with water at 0° C. The mixture was extracted with EtOAc. Insoluble was collected by filtration to yield 2.1 g of 6-hydroxy-2-methyl-1-benzothiophene-3-carboxylic acid (B). The organic layer w...